This data is from the Open Reaction Database (ORD), a public repository of structured organic reaction records. The task is: describe an organic reaction: reactants, conditions, products, and yield Starting materials: COC=1C(=C(C2=C(CCC(O2)(C)CCN2CCNCC2)C1C)C)C (3,4-dihydro-6-methoxy-2-[2-(piperazin-1-yl)ethyl]-2,5,7,8-tetramethyl-2H-benzopyran), COC=1C=C(C(=O)Cl)C=C(C1OC)OC (3,4,5-trimethoxybenzoyl chloride), ClCCCl (1,2-dichloroethane), N1=CC=CC=C1 (pyridine), resultant mixture. The solvent is O (water). Product: COC=1C(=C(C2=C(CCC(O2)(C)CCN2CCN(CC2)C(C2=CC(=C(C(=C2)OC)OC)OC)=O)C1C)C)C (3,4-dihydro-6-methoxy-2-[2-[4-(3,4,5-trimethoxybenzoyl)piperazin-1-yl]ethyl]-2,5,7,8-tetramethyl-2H-benzopyran). Isolated yield 62.8%. Reaction SMILES: [CH3:1][O:2][C:3]1[C:4]([CH3:24])=[C:5]([CH3:23])[C:6]2[O:11][C:10]([CH2:13][CH2:14][N:15]3[CH2:20][CH2:19][NH:18][CH2:17][CH2:16]3)([CH3:12])[CH2:9][CH2:8][C:7]=2[C:21]=1[CH3:22].ClCCCl.N1C=CC=CC=1.[CH3:35][O:36][C:37]1[CH:38]=[C:39]([CH:43]=[C:44]([O:48][CH3:49])[C:45]=1[O:46][CH3:47])[C:40](Cl)=[O:41]>O>[CH3:1][O:2][C:3]1[C:4]([CH3:24])=[C:5]([CH3:23])[C:6]2[O:11][C:10]([CH2:13][CH2:14][N:15]3[CH2:16][CH2:17][N:18]([C:40](=[O:41])[C:39]4[CH:38]=[C:37]([O:36][CH3:35])[C:45]([O:46][CH3:47])=[C:44]([O:48][CH3:49])[CH:43]=4)[CH2:19][CH2:20]3)([CH3:12])[CH2:9][CH2:8][C:7]=2[C:21]=1[CH3:22]. Procedure: A solution composed of 2.0 g (6.02 mmol) of the 3,4-dihydro-6-methoxy-2-[2-(piperazin-1-yl)ethyl]-2,5,7,8-tetramethyl-2H-benzopyran obtained by the process of Example 12, 50 ml of 1,2-dichloroethane and 0.57 g of pyridine was ice-cooled in a nitrogen atmosphere and, to this solution, 1.67 g of 3,4,5-trimethoxybenzoyl chloride was added dropwise. The resultant mixture was stirred at room temperature overnight. The reaction mixture was then poured into water and extracted with diethyl ether. The e... Starting materials: [BH4-], CC(=O)c1ccc(S(C)(=O)=O)cc1, CO, Cl, NCCN, [Na+], C1CCOC1. Product: CC(NCCN)c1ccc(S(C)(=O)=O)cc1. RXN SMILES: [BH4-:18].[CH3:1][S:2](=[O:3])(=[O:4])[c:5]1[cH:6][cH:7][c:8]([C:11]([CH3:12])=[O:13])[cH:9][cH:10]1.[CH3:21][OH:22].[ClH:20].[NH2:14][CH2:15][CH2:16][NH2:17].[Na+:19].[O:23]1[CH2:24][CH2:25][CH2:26][CH2:27]1>>[CH3:1][S:2](=[O:3])(=[O:4])[c:5]1[cH:6][cH:7][c:8]([CH:11]([CH3:12])[NH:14][CH2:15][CH2:16][NH2:17])[cH:9][cH:10]1. The reactants are CN1N=CC(=C1C1OCCC(C1)=O)[N+](=O)[O-] (2-(2-methyl-4-nitro-pyrazol-3-yl)tetrahydropyran-4-one), B(F)(F)F.CCOCC (boron trifluoride etherate), C[Si](C)(C)C=[N+]=[N-] ((trimethylsilyl)diazomethane). The solvent is C(Cl)Cl (DCM). Run at temperature -70 celsius, time 90 minute. Product: CN1N=CC(=C1C1CCC(CCO1)=O)[N+](=O)[O-] (7-(1-methyl-4-nitro-1H-pyrazol-5-yl)oxepan-4-one), CN1N=CC(=C1C1OCCCC(C1)=O)[N+](=O)[O-] (2-(1-methyl-4-nitro-1H-pyrazol-5-yl)oxepan-4-one). RXN SMILES: [CH3:1][N:2]1[C:6]([CH:7]2[CH2:12][C:11](=[O:13])[CH2:10][CH2:9][O:8]2)=[C:5]([N+:14]([O-:16])=[O:15])[CH:4]=[N:3]1.B(F)(F)F.[CH3:21]COCC.[CH3:26][Si](C=[N+]=[N-])(C)C>C(Cl)Cl>[CH3:1][N:2]1[C:6]([CH:7]2[O:8][CH2:9][CH2:10][C:11](=[O:13])[CH2:21][CH2:12]2)=[C:5]([N+:14]([O-:16])=[O:15])[CH:4]=[N:3]1.[CH3:1][N:2]1[C:6]([CH:7]2[CH2:12][C:11](=[O:13])[CH2:10][CH2:9][CH2:26][O:8]2)=[C:5]([N+:14]([O-:16])=[O:15])[CH:4]=[N:3]1 |f:1.2|. Procedure: To a solution of 2-(2-methyl-4-nitro-pyrazol-3-yl)tetrahydropyran-4-one (300 mg, 1.33 mmol) in DCM (12 mL) at −70° C. was added boron trifluoride etherate (0.75 mL, 1.73 mmol) dropwise followed by a (trimethylsilyl)diazomethane solution (2 M in hexanes, 0.87 mL, 1.73 mmol). The reaction mixture was stirred at −70° C. for 90 min, quenched with water (10 mL), diluted with DCM (12 mL) and warmed to room temperature. The organic layer was passed through a phase separation cartridge and concentrated ... Starting materials: O1C(=CC=C1)C=C1C=2C=CC=CC2C=2NC(C=3N(C21)C=CN3)=O (10-(2-furylmethylene)-5H,10H-imidazo[l,2-a]indeno[1,2-e]pyrazin-4-one), N1=CC=C(C=C1)C=O (4-pyridinecarboxaldehyde), C1=CN=C2N1C1=C(NC2=O)C=2C=CC=CC2C1 (5H,10H-imidazo[1,2-a]indeno[1,2-e]pyrazin-4-one), [H-].[Na+] (sodium hydride). The solvent is CS(=O)C (dimethyl sulphoxide). Yields the product N1=CC=C(C=C1)C=C1C=2C=CC=CC2C=2NC(C=3N(C21)C=CN3)=O (10-(4-pyridylmethylene)-5H,10H-imidazo-[1,2-a]indeno[1,2-e]pyrazin-4-one). RXN SMILES: O1C=CC=C1C=[C:7]1[C:19]2[N:18]3[CH:20]=[CH:21][N:22]=[C:17]3[C:16](=[O:23])[NH:15][C:14]=2[C:13]2[CH:12]=[CH:11][CH:10]=[CH:9][C:8]1=2.C1N2[C:29]3[CH2:40][C:39]4[CH:38]=CC=C[C:34]=4[C:30]=3[NH:31]C(=O)C2=NC=1.[H-].[Na+].N1C=CC(C=O)=CC=1>CS(C)=O>[N:31]1[CH:30]=[CH:34][C:39]([CH:38]=[C:7]2[C:19]3[N:18]4[CH:20]=[CH:21][N:22]=[C:17]4[C:16](=[O:23])[NH:15][C:14]=3[C:13]3[CH:12]=[CH:11][CH:10]=[CH:9][C:8]2=3)=[CH:40][CH:29]=1 |f:2.3|. Procedure: The procedure is performed as in Example 17 for the preparation of 10-(2-furylmethylene)-5H,10H-imidazo[l,2-a]indeno[1,2-e]pyrazin-4-one, but starting with 2 g of 5H,10H-imidazo[1,2-a]indeno[1,2-e]pyrazin-4-one, 40 ml of dimethyl sulphoxide, 0.64 g of sodium hydride and 1.07 g of 4-pyridinecarboxaldehyde. The crude product (1.5 g) is purified by crystallization in 100 ml of dimethylformamide and 50 ml of methanol to give 1.06 g of 10-(4-pyridylmethylene)-5H,10H-imidazo-[1,2-a]indeno[1,2-e]pyrazi... Product: CC(C)(C)[Si](C)(C)OCC1CC(N)C1CO[Si](C)(C)C(C)(C)C. Reaction SMILES: [BH4-:1].[CH3:10][O:11][N:12]=[C:13]1[CH:14]([CH2:26][O:27][Si:28]([CH3:29])([CH3:30])[C:31]([CH3:32])([CH3:33])[CH3:34])[CH:15]([CH2:17][O:18][Si:19]([CH3:20])([CH3:21])[C:22]([CH3:23])([CH3:24])[CH3:25])[CH2:16]1.[Na+:2].[O:35]1[CH2:36][CH2:37][CH2:38][CH2:39]1.[OH:3][C:4]([C:5]([F:6])([F:7])[F:8])=[O:9]>>[NH2:12][CH:13]1[CH:14]([CH2:26][O:27][Si:28]([CH3:29])([CH3:30])[C:31]([CH3:32])([CH3:33])[CH3:34])[CH:15]([CH2:17][O:18][Si:19]([CH3:20])([CH3:21])[C:22]([CH3:23])([CH3:24])[CH3:25])[CH2:16]1. Starting materials: [BH4-], CON=C1CC(CO[Si](C)(C)C(C)(C)C)C1CO[Si](C)(C)C(C)(C)C, [Na+], C1CCOC1, O=C(O)C(F)(F)F. The reactants are [Cl-], [Cl-], [Cl-], ClCCl, CC1(Oc2cc(NS(=O)(=O)N3CCC3)nc(SCc3cccc(F)c3F)n2)COC(C)(C)OC1, [Fe+3], [Na+], O, O, O, O, O, O, O=C([O-])O. Yields the product CC(CO)(CO)Oc1cc(NS(=O)(=O)N2CCC2)nc(SCc2cccc(F)c2F)n1. RXN SMILES: [Cl-:49].[Cl-:51].[Cl-:52].[Cl:40][CH2:41][Cl:42].[F:1][c:2]1[c:3]([CH2:9][S:10][c:11]2[n:12][c:13]([O:25][C:26]3([CH3:34])[CH2:27][O:28][C:29]([CH3:32])([CH3:33])[O:30][CH2:31]3)[cH:14][c:15]([NH:17][S:18](=[O:19])(=[O:20])[N:21]3[CH2:22][CH2:23][CH2:24]3)[n:16]2)[cH:4][cH:5][cH:6][c:7]1[F:8].[Fe+3:50].[Na+:35].[OH2:43].[OH2:44].[OH2:45].[OH2:46].[OH2:47].[OH2:48].[OH:36][C:37](=[O:38])[O-:39]>>[F:1][c:2]1[c:3]([CH2:9][S:10][c:11]2[n:12][c:13]([O:25][C:26]([CH2:27][OH:28])([CH2:31][OH:30])[CH3:34])[cH:14][c:15]([NH:17][S:18](=[O:19])(=[O:20])[N:21]3[CH2:22][CH2:23][CH2:24]3)[n:16]2)[cH:4][cH:5][cH:6][c:7]1[F:8]. Starting materials: BrC=1SC(=CN1)C(=O)OCC (ethyl 2-bromo-1,3-thiazole-5-carboxylate), C(=O)([O-])[O-].[K+].[K+] (K2CO3), C1(=CC=CC=C1)S (thiophenol). Solvent: CCO (EtOH). Yields the product C1(=CC=CC=C1)SC=1SC(=CN1)C(=O)OCC (ethyl 2-phenylsulfanyl-thiazole-5-carboxylate). The yield is 48.0%. RXN SMILES: Br[C:2]1[S:3][C:4]([C:7]([O:9][CH2:10][CH3:11])=[O:8])=[CH:5][N:6]=1.C([O-])([O-])=O.[K+].[K+].[C:18]1([SH:24])[CH:23]=[CH:22][CH:21]=[CH:20][CH:19]=1>CCO>[C:18]1([S:24][C:2]2[S:3][C:4]([C:7]([O:9][CH2:10][CH3:11])=[O:8])=[CH:5][N:6]=2)[CH:23]=[CH:22][CH:21]=[CH:20][CH:19]=1 |f:1.2.3|. Procedure: A suspension of ethyl 2-bromo-1,3-thiazole-5-carboxylate (1.5 g, 6.15 mmol, 1 eq) and K2CO3 (1.7 g, 12.3 mmol, 2 eq) in EtOH (60 mL) is cooled in an ice bath, and thiophenol (0.631 mL, 6.15 mmol, 1 eq) is added. The reaction is monitored by HPLC until the starting material is consumed. The reaction mixture is filtered (to remove a solid by-product), and the solvent is removed in vacuo. The crude mixture is purified by silica gel chromatography using a Biotage Flash 40S column using 2% EtOAc in h... Starting materials: NC1=C(C(N(C2=NC(=C(C=C12)C1=CC=C(C=C1)Cl)C1=C(C=C(C=C1)Cl)Cl)C)=O)C(C)C (4-amino-6-(4-chlorophenyl)-7-(2,4-dichlorophenyl)-3-isopropyl-1-methyl-1,8-naphthyridin-2(1H)-one), [H-].[Na+] (sodium hydride), IC (iodomethane). Run in C1CCOC1 (THF). Reaction conditions: time 10 minute. The product is ClC1=CC=C(C=C1)C=1C=C2C(=C(C(N(C2=NC1C1=C(C=C(C=C1)Cl)Cl)C)=O)C(C)C)NC (6-(4-chlorophenyl)-7-(2,4-dichlorophenyl)-3-isopropyl-1-methyl-4-(methylamino)-1,8-naphthyridin-2(1H)-one). As a reaction SMILES: [NH2:1][C:2]1[C:11]2[C:6](=[N:7][C:8]([C:19]3[CH:24]=[CH:23][C:22]([Cl:25])=[CH:21][C:20]=3[Cl:26])=[C:9]([C:12]3[CH:17]=[CH:16][C:15]([Cl:18])=[CH:14][CH:13]=3)[CH:10]=2)[N:5]([CH3:27])[C:4](=[O:28])[C:3]=1[CH:29]([CH3:31])[CH3:30].[H-].[Na+].I[CH3:35]>C1COCC1>[Cl:18][C:15]1[CH:14]=[CH:13][C:12]([C:9]2[CH:10]=[C:11]3[C:6](=[N:7][C:8]=2[C:19]2[CH:24]=[CH:23][C:22]([Cl:25])=[CH:21][C:20]=2[Cl:26])[N:5]([CH3:27])[C:4](=[O:28])[C:3]([CH:29]([CH3:31])[CH3:30])=[C:2]3[NH:1][CH3:35])=[CH:17][CH:16]=1 |f:1.2|. Reported procedure: The product of EXAMPLE 54 (30 mg) in THF (2.5 mL) was combined with sodium hydride (5 mg, 60% in mineral oil). The suspension was stirred for 10 min were upon iodomethane (37 uL) was added. The reaction was stirred for about 6.5 hours at room temperature. The reaction mixture was quenched with saturated aqueous NaHCO3 and diluted with EtOAc. The EtOAc solution was dried (Na2SO4). The concentrated residue was purified by preparative TLC on silica gel eluted with 35% EtOAc in hexane affording the ... As a reaction SMILES: [CH2:3]([CH3:4])[O:5][C:6]([CH:7]([NH:8][CH2:9][C:10](=[O:11])[NH:12][c:13]1[c:14]2[cH:15][cH:16][cH:17][cH:18][c:19]2[n:20][c:21]2[c:26]1[CH2:25][CH2:24][CH2:23][CH2:22]2)[CH3:27])=[O:28].[ClH:29].[Na+:2].[OH-:1]>>[O:5]=[C:6]([CH:7]([NH:8][CH2:9][C:10](=[O:11])[NH:12][c:13]1[c:14]2[cH:15][cH:16][cH:17][cH:18][c:19]2[n:20][c:21]2[c:26]1[CH2:25][CH2:24][CH2:23][CH2:22]2)[CH3:27])[OH:28]. Product: CC(NCC(=O)Nc1c2c(nc3ccccc13)CCCC2)C(=O)O. Reactants: CCOC(=O)C(C)NCC(=O)Nc1c2c(nc3ccccc13)CCCC2, Cl, [Na+], [OH-]. Starting materials: O=C([O-])[O-], COC(=O)Cc1cccn1C, COC=O, [H-], [K+], [K+], [Na+], CN(C)C=O. Yields the product COC(=O)C(=CO)c1cccn1C. As a reaction SMILES: [C:18](=[O:19])([O-:20])[O-:21].[CH3:3][n:4]1[c:5]([CH2:9][C:10](=[O:11])[O:12][CH3:13])[cH:6][cH:7][cH:8]1.[CH:14](=[O:15])[O:16][CH3:17].[H-:1].[K+:22].[K+:23].[Na+:2].[O:24]=[CH:25][N:26]([CH3:27])[CH3:28]>>[CH3:3][n:4]1[c:5]([C:9]([C:10](=[O:11])[O:12][CH3:13])=[CH:14][OH:15])[cH:6][cH:7][cH:8]1.